Task: describe an organic reaction: reactants, conditions, products, and yield. Dataset: the Open Reaction Database (ORD), a public repository of structured organic reaction records Reactants: CC1=NC=CC(=C1/C=C/C(=O)OC)C1=CC=CC=C1 ((E)-Methyl 3-(2-methyl-4-phenyl-3-pyridinyl)-2-propenoate). Reagents/catalysts: [Pd] (Palladium on activated charcoal). Solvent: C(C)O (ethanol). Reaction conditions: time 40 hour. Product: CC1=NC=CC(=C1CCC(=O)OC)C1=CC=CC=C1 (methyl 2-methyl-4-phenyl-3-pyridinepropanoate). Isolated yield 100.4%. Reaction SMILES: [CH3:1][C:2]1[C:7](/[CH:8]=[CH:9]/[C:10]([O:12][CH3:13])=[O:11])=[C:6]([C:14]2[CH:19]=[CH:18][CH:17]=[CH:16][CH:15]=2)[CH:5]=[CH:4][N:3]=1>C(O)C.[Pd]>[CH3:1][C:2]1[C:7]([CH2:8][CH2:9][C:10]([O:12][CH3:13])=[O:11])=[C:6]([C:14]2[CH:19]=[CH:18][CH:17]=[CH:16][CH:15]=2)[CH:5]=[CH:4][N:3]=1. Procedure: (E)-Methyl 3-(2-methyl-4-phenyl-3-pyridinyl)-2-propenoate (7.10 g, 0.028 mol) was dissolved in 500 ml of ethanol under a nitrogen atmosphere. Palladium on activated charcoal (0.14 g, 10%) was added in one portion. The nitrogen atmosphere was evacuated, and hydrogen was introduced. After vigorous shaking for 40 hours, the reaction mixture was filtered under a stream of nitrogen and evaporated under reduced pressure to yield 7.18 g of methyl 2-methyl-4-phenyl-3-pyridinepropanoate. Reactants: CCCCCCCCI, CN(C)C=O, [H-], [Na+], O=C1NCCN1c1ccccc1. As a reaction SMILES: [CH2:15]([CH2:16][CH2:17][CH2:18][CH2:19][CH2:20][CH2:21][CH3:22])[I:23].[CH3:24][N:25]([CH3:26])[CH:27]=[O:28].[H-:13].[Na+:14].[c:1]1([N:7]2[C:8](=[O:12])[NH:9][CH2:10][CH2:11]2)[cH:2][cH:3][cH:4][cH:5][cH:6]1>>[c:1]1([N:7]2[C:8](=[O:12])[N:9]([CH2:15][CH2:16][CH2:17][CH2:18][CH2:19][CH2:20][CH2:21][CH3:22])[CH2:10][CH2:11]2)[cH:2][cH:3][cH:4][cH:5][cH:6]1. The product is CCCCCCCCN1CCN(c2ccccc2)C1=O. Run at temperature 90 celsius, time 30 minute. Reaction SMILES: [NH2:1][C:2]1[N:3]=[CH:4][NH:5][C:6]=1[C:7]#[N:8].[C:9](OC)(OC)([O:11][CH3:12])[CH3:10]>CN(C=O)C>[C:7]([C:6]1[NH:5][CH:4]=[N:3][C:2]=1[N:1]=[C:9]([O:11][CH3:12])[CH3:10])#[N:8]. Reported procedure: 5 g of 4-amino-5-cyanoimidazole was suspended in 10 mL of DMF and 10 mL of trimethyl orthoacetate was added, followed by stirring at 90° C. for 30 minutes. The reaction solution was concentrated under reduced pressure and the residue was dilute with ethyl acetate, and then 4.2 g of desired compound deposited as a crystal was collected by filtration. The solution was concentrated and the residue was purified by silica gel column chromatograpy (eluent: ethyl acetate) and then recrystallized from e... The solvent is CN(C)C=O (DMF). The product is C(#N)C1=C(N=CN1)N=C(C)OC (Methyl N-(5-cyanoimidazol-4-yl)acetimidate). The reactants are NC=1N=CNC1C#N (4-amino-5-cyanoimidazole), C(C)(OC)(OC)OC (trimethyl orthoacetate). Starting materials: C(=S)(Cl)Cl (Thiophosgene), FC(C1=CC=C(C=C1)N)(F)F (4-trifluoromethyl-phenylamine), N1=CC=CC=C1 (pyridine). Run in ClCCl (dichloromethane), ClCCl (dichloromethane). The product is N(=C=S)C1=CC=C(C=C1)C(F)(F)F (1-Isothiocyanato-4-trifluoromethyl-benzene). As a reaction SMILES: [C:1](Cl)(Cl)=[S:2].[F:5][C:6]([F:15])([F:14])[C:7]1[CH:12]=[CH:11][C:10]([NH2:13])=[CH:9][CH:8]=1.N1C=CC=CC=1>ClCCl>[N:13]([C:10]1[CH:11]=[CH:12][C:7]([C:6]([F:5])([F:14])[F:15])=[CH:8][CH:9]=1)=[C:1]=[S:2]. Procedure details: Thiophosgene (5 mL) was added portion wise to a stirred solution of 4-trifluoromethyl-phenylamine (10 grams) and pyridine (12.5 mL) in dichloromethane (2 Liters) at 0° C. The reaction was maintained at the same temperature for 30 minutes. The reaction mixture was then diluted with dichloromethane and washed several times with a saturated solution of copper sulfate, followed by water, drying over sodium sulfate and evaporating to give the crude product which was further purified by passing throug...